Dataset: the Open Reaction Database (ORD), a public repository of structured organic reaction records. Task: describe an organic reaction: reactants, conditions, products, and yield Starting materials: NC1=CC=C2CCC(C(C2=C1Br)=O)(C)C (7-amino-8-bromo-2,2-dimethyl-3,4-dihydro-1(2H)-naphthalenone), FC1=C(C=CC=C1)S(=O)(=O)Cl (2-fluorobenzenesulfonyl chloride), N1=CC=CC=C1 (pyridine). The solvent is ClCCl (dichloromethane). Yields the product BrC1=C(C=CC=2CCC(C(C12)=O)(C)C)NS(=O)(=O)C1=C(C=CC=C1)F (N-(1-bromo-7,7-dimethyl-8-oxo-5,6,7,8-tetrahydro-2-naphthalenyl)-2-fluorobenzenesulfonamide). Yield: 84.5%. RXN SMILES: [NH2:1][C:2]1[C:11]([Br:12])=[C:10]2[C:5]([CH2:6][CH2:7][C:8]([CH3:15])([CH3:14])[C:9]2=[O:13])=[CH:4][CH:3]=1.[F:16][C:17]1[CH:22]=[CH:21][CH:20]=[CH:19][C:18]=1[S:23](Cl)(=[O:25])=[O:24].N1C=CC=CC=1>ClCCl>[Br:12][C:11]1[C:10]2[C:9](=[O:13])[C:8]([CH3:15])([CH3:14])[CH2:7][CH2:6][C:5]=2[CH:4]=[CH:3][C:2]=1[NH:1][S:23]([C:18]1[CH:19]=[CH:20][CH:21]=[CH:22][C:17]=1[F:16])(=[O:25])=[O:24]. Procedure details: A mixture of Example 362B (730 mg, 2.72 mmol) and 2-fluorobenzenesulfonyl chloride (0.396 mL, 2.99 mmol) in pyridine (2.20 mL, 27.2 mmol) and dichloromethane (10 mL) was reacted as described in Example 275C to yield 0.98 g of the desired compound. MS (ESI(−)) m/e 425 (M−H)−; 1H NMR (300 MHz, DMSO-d6) δ 10.21 (s, 1H), 7.63-7.72 (m, 2H), 7.41 (t, 1H), 7.26-7.35 (m, 3H), 2.93 (t, 2H), 1.86 (t, 2H), 1.08 (s, 6H). Reactants: FC(C(=O)NCC=1C(=CC(=C(C(=O)N)C1)Cl)OC)(F)F (5-((2,2,2-trifluoroacetamido)methyl)-2-chloro-4-methoxybenzamide), C(C(=O)Cl)(=O)Cl (oxalyl chloride). Solvent: C(CCl)Cl (EDC). Product: FC(C(=O)NCC=1C(=CC(=C(C(=O)N=C=O)C1)Cl)OC)(F)F (5-((2,2,2-trifluoroacetamido)methyl)-2-chloro-4-methoxybenzoyl isocyanate). RXN SMILES: [F:1][C:2]([F:20])([F:19])[C:3]([NH:5][CH2:6][C:7]1[C:8]([O:17][CH3:18])=[CH:9][C:10]([Cl:16])=[C:11]([CH:15]=1)[C:12]([NH2:14])=[O:13])=[O:4].C(Cl)(=O)[C:22](Cl)=[O:23]>C(Cl)CCl>[F:20][C:2]([F:1])([F:19])[C:3]([NH:5][CH2:6][C:7]1[C:8]([O:17][CH3:18])=[CH:9][C:10]([Cl:16])=[C:11]([CH:15]=1)[C:12]([N:14]=[C:22]=[O:23])=[O:13])=[O:4]. Procedure details: The title compound was prepared according to the procedure described in step-2 of Intermediate-8 by using 5-((2,2,2-trifluoroacetamido)methyl)-2-chloro-4-methoxybenzamide (1.0 g, 3.6 mmol), oxalyl chloride (1.0 mL) and EDC (10 mL) to afford 0.750 g of the desired product.